Dataset: the Open Reaction Database (ORD), a public repository of structured organic reaction records. Task: describe an organic reaction: reactants, conditions, products, and yield The reactants are CN(C)C=O, [Cl-], C=CCSc1nsc(Cl)n1, [H-], [Na+], [Na+], OCc1ccccc1. Yields the product C=CCSc1nsc(OCc2ccccc2)n1. RXN SMILES: [CH3:23][N:24]([CH3:25])[CH:26]=[O:27].[Cl-:22].[Cl:1][c:2]1[n:3][c:4]([S:7][CH2:8][CH:9]=[CH2:10])[n:5][s:6]1.[H-:19].[Na+:20].[Na+:21].[OH:11][CH2:12][c:13]1[cH:14][cH:15][cH:16][cH:17][cH:18]1>>[c:2]1([O:11][CH2:12][c:13]2[cH:14][cH:15][cH:16][cH:17][cH:18]2)[n:3][c:4]([S:7][CH2:8][CH:9]=[CH2:10])[n:5][s:6]1.